Dataset: the Open Reaction Database (ORD), a public repository of structured organic reaction records. Task: describe an organic reaction: reactants, conditions, products, and yield Starting materials: CC1(CCCCC1)CC(=O)O (1-methyl-cyclohexaneacetic acid), NC1=C2C=CC(=NC2=CC=C1Cl)N1CCC(CC1)C(=O)OCC (1-(5-amino-6-chloro-2-quinolinyl)-4-piperidinecarboxylic acid, ethyl ester). Product: ClC=1C(=C2C=CC(=NC2=CC1)N1CCC(CC1)C(=O)OCC)NC(CC1(CCCCC1)C)=O (1-[6-Chloro-5-[[(1-methylcyclohexyl)acetyl]amino]-2-quinolinyl]-4-piperidinecarboxylic Acid, Ethyl Ester). Yield: 70.7%. RXN SMILES: [CH3:1][C:2]1([CH2:8][C:9]([OH:11])=O)[CH2:7][CH2:6][CH2:5][CH2:4][CH2:3]1.[NH2:12][C:13]1[C:22]([Cl:23])=[CH:21][CH:20]=[C:19]2[C:14]=1[CH:15]=[CH:16][C:17]([N:24]1[CH2:29][CH2:28][CH:27]([C:30]([O:32][CH2:33][CH3:34])=[O:31])[CH2:26][CH2:25]1)=[N:18]2>>[Cl:23][C:22]1[C:13]([NH:12][C:9](=[O:11])[CH2:8][C:2]2([CH3:1])[CH2:3][CH2:4][CH2:5][CH2:6][CH2:7]2)=[C:14]2[C:19](=[CH:20][CH:21]=1)[N:18]=[C:17]([N:24]1[CH2:25][CH2:26][CH:27]([C:30]([O:32][CH2:33][CH3:34])=[O:31])[CH2:28][CH2:29]1)[CH:16]=[CH:15]2. Reported procedure: Prepared according to the method of example 62(a), using 1-methyl-cyclohexaneacetic acid (280 mg) and 1-(5-amino-6-chloro-2-quinolinyl)-4-piperidinecarboxylic acid, ethyl ester (Example 77(a)) (200 mg), to afford the sub-titled compound (200 mg). As a reaction SMILES: [Al+3:60].[CH2:49]([CH2:50][CH3:51])[CH:52]1[C:53](=[O:54])[O:55][C:56](=[O:58])[CH2:57]1.[Cl-:59].[Cl-:61].[Cl-:62].[H-:2].[Na+:1].[O:32]1[CH:33]([O:38][CH2:39][c:40]2[cH:41][cH:42][c:43]([CH2:46][CH2:47][CH3:48])[cH:44][cH:45]2)[CH2:34][CH2:35][CH2:36][CH2:37]1.[c:3]1([CH3:4])[cH:5][cH:6][c:7]([S:8]([O:9][CH2:10][CH:11]2[CH2:12][CH2:13][CH:14]([CH2:15][CH2:16][CH3:17])[CH2:18][CH:19]2[CH2:20][CH2:21][CH:22]([CH2:23][CH2:24][CH3:25])[C:26]#[N:27])(=[O:28])=[O:29])[cH:30][cH:31]1>>[O:32]1[CH:33]([O:38][CH2:39][c:40]2[cH:41][cH:42][c:43]([CH2:46][CH2:47][CH3:48])[cH:44][c:45]2[C:56]([CH2:57][CH:52]([CH2:49][CH2:50][CH3:51])[C:53](=[O:54])[OH:55])=[O:58])[CH2:34][CH2:35][CH2:36][CH2:37]1. Starting materials: [Al+3], CCCC1CC(=O)OC1=O, [Cl-], [Cl-], [Cl-], [H-], [Na+], CCCc1ccc(COC2CCCCO2)cc1, CCCC(C#N)CCC1CC(CCC)CCC1COS(=O)(=O)c1ccc(C)cc1. Yields the product CCCc1ccc(COC2CCCCO2)c(C(=O)CC(CCC)C(=O)O)c1.